This data is from the Open Reaction Database (ORD), a public repository of structured organic reaction records. The task is: describe an organic reaction: reactants, conditions, products, and yield Reactants: COc1ccc(C(=O)Cl)cc1, CN1CCC(C(=O)c2cccc(N)c2)CC1. Yields the product COc1ccc(C(=O)Nc2cccc(C(=O)C3CCN(C)CC3)c2)cc1. As a reaction SMILES: [CH3:17][O:18][c:19]1[cH:20][cH:21][c:22]([C:23](=[O:24])[Cl:25])[cH:26][cH:27]1.[NH2:1][c:2]1[cH:3][c:4]([C:5](=[O:6])[CH:7]2[CH2:8][CH2:9][N:10]([CH3:13])[CH2:11][CH2:12]2)[cH:14][cH:15][cH:16]1>>[NH:1]([c:2]1[cH:3][c:4]([C:5](=[O:6])[CH:7]2[CH2:8][CH2:9][N:10]([CH3:13])[CH2:11][CH2:12]2)[cH:14][cH:15][cH:16]1)[C:23]([c:22]1[cH:21][cH:20][c:19]([O:18][CH3:17])[cH:27][cH:26]1)=[O:24]. Starting materials: ClCCl, Cc1cc([N+](=O)[O-])cnc1F, O=C1CCC(=O)N1Br. Yields the product O=[N+]([O-])c1cnc(F)c(CBr)c1. As a reaction SMILES: [Cl:20][CH2:21][Cl:22].[F:1][c:2]1[n:3][cH:4][c:5]([N+:9](=[O:10])[O-:11])[cH:6][c:7]1[CH3:8].[O:12]=[C:13]1[N:14]([Br:19])[C:15](=[O:16])[CH2:17][CH2:18]1>>[F:1][c:2]1[n:3][cH:4][c:5]([N+:9](=[O:10])[O-:11])[cH:6][c:7]1[CH2:8][Br:19].